The task is: describe an organic reaction: reactants, conditions, products, and yield. This data is from the Open Reaction Database (ORD), a public repository of structured organic reaction records. The reactants are c12n(ncc1)cccn2, C1[C@H](N(c2c(cccn2)Cl)C(=O)c2ccc(cc2)Br)CCCN1C(OC(C)(C)C)=O. Reagents/catalysts: c1ccc(cc1)-c2c3ccccc3cc4ccccc24 (9-Phenylanthracene), CC(=O)[O-].[K+] (KOAc), O1c2c(C(c3c1c(ccc3)P(c1ccccc1)c1ccccc1)(C)C)cccc2P(c1ccccc1)c1ccccc1.Cl[Pd]Cl (Pd(XanthPhos)Cl2), 0. Solvent: CCC(C)(C)O (t-AmOH). Conditions: temperature 90 celsius, time 18 hour. The product is CC(C)(C)OC(=O)N1CCC[C@H](C1)N(C(=O)c2ccc(cc2)c3cnn4cccnc34)c5ncccc5Cl. RXN SMILES: [CH3:1][C:2]([O:5][C:6]([N:8]1[CH2:13][C@H:12]([N:14]([c:23]2[c:28]([Cl:29])[cH:27][cH:26][cH:25][n:24]2)[C:15]([c:17]3[cH:22][cH:21][c:20](Br)[cH:19][cH:18]3)=[O:16])[CH2:11][CH2:10][CH2:9]1)=[O:7])([CH3:4])[CH3:3].[cH:30]1[cH:38][n:37]([c:33]2[n:32][cH:31]1)[n:36][cH:35][cH:34]2>>[CH3:1][C:2]([O:5][C:6]([N:8]1[CH2:13][C@H:12]([N:14]([c:23]2[c:28]([Cl:29])[cH:27][cH:26][cH:25][n:24]2)[C:15]([c:17]3[cH:22][cH:21][c:20]([c:34]4[c:33]([n:37]5[n:36][cH:35]4)[n:32][cH:31][cH:30][cH:38]5)[cH:19][cH:18]3)=[O:16])[CH2:11][CH2:10][CH2:9]1)=[O:7])([CH3:4])[CH3:3].